This data is from the Open Reaction Database (ORD), a public repository of structured organic reaction records. The task is: describe an organic reaction: reactants, conditions, products, and yield The reactants are COC(=N)C1=NC=CC=C1 (pyridine-2-carboximidic acid methyl ester), [NH4+].[Cl-] (NH4Cl). The solvent is CCO (EtOH), O (water). Product: N1=C(C=CC=C1)C(=N)N (Pyridine-2-carboxamidine). RXN SMILES: CO[C:3]([C:5]1[CH:10]=[CH:9][CH:8]=[CH:7][N:6]=1)=[NH:4].[NH4+:11].[Cl-]>CCO.O>[N:6]1[CH:7]=[CH:8][CH:9]=[CH:10][C:5]=1[C:3]([NH2:11])=[NH:4] |f:1.2|. Procedure: To a solution of pyridine-2-carboximidic acid methyl ester (1 eq, 176 mmol, 24 g) in EtOH (150 ml), a solution of NH4Cl (1 eq, 176 mmol, 9.5 g) in water (40 ml) is added. The resulting mixture is refluxed for 5 h. The solvents are evaporated and the residue is recrystallized from EtOH yielding the title compound; [M+H]+=122. Starting materials: CCOC=C(C(=O)OCC)C(=O)OCC (ethyl ethoxymethylene malonate), CSC1=CC=C(N)C=C1 (4-methylthio-aniline), C1(=CC=CC=C1)OC1=CC=CC=C1 (phenyl oxide). Yields the product CSC=1C=C2C(=C(C=NC2=CC1)C(=O)OCC)O (ethyl 6-methylthio-4-hydroxy-3-quinoline-carboxylate). As a reaction SMILES: CCO[CH:4]=[C:5]([C:11]([O:13]CC)=O)[C:6]([O:8][CH2:9][CH3:10])=[O:7].[CH3:16][S:17][C:18]1[CH:24]=[CH:23][C:21]([NH2:22])=[CH:20][CH:19]=1.C1(OC2C=CC=CC=2)C=CC=CC=1>>[CH3:16][S:17][C:18]1[CH:19]=[C:20]2[C:21](=[CH:23][CH:24]=1)[N:22]=[CH:4][C:5]([C:6]([O:8][CH2:9][CH3:10])=[O:7])=[C:11]2[OH:13]. Procedure: Using the procedure of Example 2, ethyl ethoxymethylene malonate and 4-methylthio-aniline were reacted and treated with phenyl oxide to obtain ethyl 6-methylthio-4-hydroxy-3-quinoline-carboxylate melting at >260° C. The reactants are O1C(CCCC1)ON (O-(Tetrahydro-2H-pyran-2-yl)hydroxylamine), CN1CCOCC1 (N-Methylmorpholine), ClC1=NC(=NC(=N1)OC)OC (2-chloro-4,6-dimethoxy-1,3,5-triazine), ClC1=CC(=C(C=C1)C1=CC(N(C=C1F)CC[C@](C(=O)O)(S(=O)(=O)C)C)=O)F ((2R)-4-[4-(4-chloro-2-fluorophenyl)-5-fluoro-2-oxopyridin-1(2H)-yl]-2-methyl-2-(methylsulfonyl)butanoic acid). Run in CC1OCCC1 (2-methyltetrahydrofuran). Reaction conditions: time 2 hour. Product: ClC1=CC(=C(C=C1)C1=CC(N(C=C1F)CC[C@](C(=O)NOC1OCCCC1)(S(=O)(=O)C)C)=O)F ((2R)-4-[4-(4-Chloro-2-fluorophenyl)-5-fluoro-2-oxopyridin-1(2H)-yl]-2-methyl-2-(methylsulfonyl)-N-(tetrahydro-2H-pyran-2-yloxy)butanamide). RXN SMILES: CN1CCOCC1.ClC1N=C(OC)N=C(OC)N=1.[Cl:19][C:20]1[CH:25]=[CH:24][C:23]([C:26]2[C:31]([F:32])=[CH:30][N:29]([CH2:33][CH2:34][C@@:35]([CH3:43])([S:39]([CH3:42])(=[O:41])=[O:40])[C:36](O)=[O:37])[C:28](=[O:44])[CH:27]=2)=[C:22]([F:45])[CH:21]=1.[O:46]1[CH2:51][CH2:50][CH2:49][CH2:48][CH:47]1[O:52][NH2:53]>CC1CCCO1>[Cl:19][C:20]1[CH:25]=[CH:24][C:23]([C:26]2[C:31]([F:32])=[CH:30][N:29]([CH2:33][CH2:34][C@@:35]([CH3:43])([S:39]([CH3:42])(=[O:41])=[O:40])[C:36]([NH:53][O:52][CH:47]3[CH2:48][CH2:49][CH2:50][CH2:51][O:46]3)=[O:37])[C:28](=[O:44])[CH:27]=2)=[C:22]([F:45])[CH:21]=1. Procedure: N-Methylmorpholine (54 mL, 491 mmol) and 2-chloro-4,6-dimethoxy-1,3,5-triazine (43.1 g, 245 mmol) were added to a solution of (2R)-4-[4-(4-chloro-2-fluorophenyl)-5-fluoro-2-oxopyridin-1(2H)-yl]-2-methyl-2-(methylsulfonyl)butanoic acid (68.7 g, 164 mmol) in 2-methyltetrahydrofuran (1 L) and the reaction was stirred at rt for 2 h. O-(Tetrahydro-2H-pyran-2-yl)hydroxylamine (28.8 g, 245 mmol) was added and the reaction was allowed to stir at rt for 1 h. The mixture was filtered and the filtrate was ... The reactants are Oc1cccc2c1CCC2, COC(=O)CBr, O=C(O)Cc1ccc(-c2ccc(C(F)(F)F)cc2)cc1. Yields the product COC(=O)COc1cccc2c1CCC2. Reaction SMILES: [CH2:1]1[CH2:2][CH2:3][c:4]2[c:5]([OH:10])[cH:6][cH:7][cH:8][c:9]21.[CH3:11][O:12][C:13]([CH2:14][Br:15])=[O:16].[F:17][C:18]([F:19])([F:20])[c:21]1[cH:22][cH:23][c:24](-[c:25]2[cH:26][cH:27][c:28]([CH2:29][C:30]([OH:31])=[O:32])[cH:33][cH:34]2)[cH:35][cH:36]1>>[CH2:1]1[CH2:2][CH2:3][c:4]2[c:5]([O:10][CH2:14][C:13]([O:12][CH3:11])=[O:16])[cH:6][cH:7][cH:8][c:9]21. Starting materials: CN(C)C=O, Cc1nn(C)c(Cl)c1C=O, [Na+], [OH-], O, Oc1ccccn1. The product is Cc1nn(C)c(Oc2ccccn2)c1C=O. As a reaction SMILES: [CH3:21][N:22]([CH3:23])[CH:24]=[O:25].[Cl:10][c:11]1[c:12]([CH:18]=[O:19])[c:13]([CH3:17])[n:14][n:15]1[CH3:16].[Na+:9].[OH-:8].[OH2:20].[OH:1][c:2]1[n:3][cH:4][cH:5][cH:6][cH:7]1>>[O:1]([c:2]1[n:3][cH:4][cH:5][cH:6][cH:7]1)[c:11]1[c:12]([CH:18]=[O:19])[c:13]([CH3:17])[n:14][n:15]1[CH3:16]. Starting materials: C(CCC)C1=NC2=C(N1CC1=CC=C(C=C1)C=1C(=CC=CC1)C(=O)OC(C)(C)C)C=C(C=C2)C(=O)NCC2CCCCC2 (tert.butyl 4'[(2-n-butyl-6-cyclohexylmethylaminocarbonyl-benzimidazol-1-yl)-methyl]biphenyl-2-carboxylate), FC(C(=O)O)(F)F (trifluoroacetic acid). Yields the product C(CCC)C1=NC2=C(N1CC1=CC=C(C=C1)C=1C(=CC=CC1)C(=O)O)C=C(C=C2)C(=O)NCC2CCCCC2 (4'-[(2-n-Butyl-6-cyclohexylmethylaminocarbonyl-benzimidazol-1-yl)-methyl]biphenyl-2-carboxylic acid). Reaction SMILES: [CH2:1]([C:5]1[N:9]([CH2:10][C:11]2[CH:16]=[CH:15][C:14]([C:17]3[C:18]([C:23]([O:25]C(C)(C)C)=[O:24])=[CH:19][CH:20]=[CH:21][CH:22]=3)=[CH:13][CH:12]=2)[C:8]2[CH:30]=[C:31]([C:34]([NH:36][CH2:37][CH:38]3[CH2:43][CH2:42][CH2:41][CH2:40][CH2:39]3)=[O:35])[CH:32]=[CH:33][C:7]=2[N:6]=1)[CH2:2][CH2:3][CH3:4].FC(F)(F)C(O)=O>>[CH2:1]([C:5]1[N:9]([CH2:10][C:11]2[CH:16]=[CH:15][C:14]([C:17]3[C:18]([C:23]([OH:25])=[O:24])=[CH:19][CH:20]=[CH:21][CH:22]=3)=[CH:13][CH:12]=2)[C:8]2[CH:30]=[C:31]([C:34]([NH:36][CH2:37][CH:38]3[CH2:43][CH2:42][CH2:41][CH2:40][CH2:39]3)=[O:35])[CH:32]=[CH:33][C:7]=2[N:6]=1)[CH2:2][CH2:3][CH3:4]. Procedure details: Prepared in analogous manner to Example 9 from tert.butyl 4'[(2-n-butyl-6-cyclohexylmethylaminocarbonyl-benzimidazol-1-yl)-methyl]biphenyl-2-carboxylate and trifluoroacetic acid. Reactants: BrBr (bromine), COC=1C=C(C=O)C=CC1OC (3,4-dimethoxybenzaldehyde), C([O-])(O)=O.[Na+] (sodium bicarbonate), S(=S)(=O)([O-])[O-].[Na+].[Na+] (Sodium thiosulfate). Solvent: C(C)(=O)O (acetic acid), C(C)(=O)O (acetic acid). Run at time 3 hour. The product is OC1=CC2=C(C(CC3=C(O2)C=CC=C3)=O)C=C1O (7,8-dihydroxy-10,11-dihydrodibenz[b,f]oxepin-10-one). The yield is 56.0%. Reaction SMILES: BrBr.C[O:4][C:5]1[CH:6]=[C:7]([CH:10]=[CH:11][C:12]=1[O:13]C)[CH:8]=[O:9].S([O-])([O-])(=O)=S.[Na+].[Na+].[C:22](=[O:25])(O)[O-].[Na+]>C(O)(=O)C>[OH:13][C:12]1[C:5]([OH:4])=[CH:6][C:7]2[C:8](=[O:9])[CH2:10][C:11]3[CH:12]=[CH:5][CH:6]=[CH:7][C:22]=3[O:25][C:10]=2[CH:11]=1 |f:2.3.4,5.6|. Reported procedure: A solution of bromine (0.96 g) in acetic acid (10 ml) was dropped into a solution of 3,4-dimethoxybenzaldehyde (1.0 g) in acetic acid (4 ml) and the mixture was stirred for three hours. Sodium thiosulfate was added to the reaction mixture, then sodium bicarbonate was added thereto and the mixture was filtered. The crude crystals collected by the filtration were recrystallized from chloroform-ether to give the title compound (0.83 g, 56%). The peaks of this compound in 1H-NMR (400 MHz, CDCl3) wer... Product: C(C)OC(=O)C1(CN(CC1)C(C1=CC=C(C=C1)Cl)=O)COC1=CC=C(C=C1)C1=NC=C(C=C1)Cl (1-(4-Chloro-benzoyl)-3-[4-(5-chloro-pyridin-2-yl)-phenoxymethyl]-pyrrolidine-3-carboxylic acid ethyl ester), solid. Reactants: ClC=1C=CC(=NC1)C1=CC=C(C=C1)O (4-(5-chloro-pyridin-2-yl)-phenol), C(C)OC(=O)C1(CN(CC1)C(C1=CC=C(C=C1)Cl)=O)CI (1-(4-chloro-benzoyl)-3-iodomethyl-pyrrolidine-3-carboxylic acid ethyl ester). Reported procedure: The title compound was prepared according to the method described for Preparation 29 using 4-(5-chloro-pyridin-2-yl)-phenol (Preparation 17) and 1-(4-chloro-benzoyl)-3-iodomethyl-pyrrolidine-3-carboxylic acid ethyl ester (Preparation 13) to afford the racemate as a white solid (63 mg, 30%) As a reaction SMILES: [Cl:1][C:2]1[CH:3]=[CH:4][C:5]([C:8]2[CH:13]=[CH:12][C:11]([OH:14])=[CH:10][CH:9]=2)=[N:6][CH:7]=1.[CH2:15]([O:17][C:18]([C:20]1([CH2:34]I)[CH2:24][CH2:23][N:22]([C:25](=[O:33])[C:26]2[CH:31]=[CH:30][C:29]([Cl:32])=[CH:28][CH:27]=2)[CH2:21]1)=[O:19])[CH3:16]>>[CH2:15]([O:17][C:18]([C:20]1([CH2:34][O:14][C:11]2[CH:12]=[CH:13][C:8]([C:5]3[CH:4]=[CH:3][C:2]([Cl:1])=[CH:7][N:6]=3)=[CH:9][CH:10]=2)[CH2:24][CH2:23][N:22]([C:25](=[O:33])[C:26]2[CH:27]=[CH:28][C:29]([Cl:32])=[CH:30][CH:31]=2)[CH2:21]1)=[O:19])[CH3:16]. Isolated yield 30.0%.